This data is from the Open Reaction Database (ORD), a public repository of structured organic reaction records. The task is: describe an organic reaction: reactants, conditions, products, and yield Starting materials: COC1CCC2C3CCC4CC(=O)CCC4(C)C3CCC12C, CC(=O)O, CCO, CC=O, [K+], [OH-]. Product: CC=C1CC2(C)C(CCC3C2CCC2(C)C(OC)CCC32)CC1=O. RXN SMILES: [CH3:1][O:2][CH:3]1[C:4]2([CH3:5])[CH:6]([CH2:7][CH2:8]1)[CH:9]1[CH2:10][CH2:11][CH:12]3[CH2:13][C:14](=[O:22])[CH2:15][CH2:16][C:17]3([CH3:18])[CH:19]1[CH2:20][CH2:21]2.[CH3:28][C:29](=[O:30])[OH:31].[CH3:32][CH2:33][OH:34].[CH:25]([CH3:26])=[O:27].[K+:24].[OH-:23]>>[CH3:1][O:2][CH:3]1[C:4]2([CH3:5])[CH:6]([CH2:7][CH2:8]1)[CH:9]1[CH2:10][CH2:11][CH:12]3[CH2:13][C:14](=[O:22])[C:15](=[CH:25][CH3:26])[CH2:16][C:17]3([CH3:18])[CH:19]1[CH2:20][CH2:21]2.